This data is from the Open Reaction Database (ORD), a public repository of structured organic reaction records. The task is: describe an organic reaction: reactants, conditions, products, and yield Reactants: O=Cc1cccc(Br)c1, O=[N+]([O-])O, O=S(=O)(O)O. The product is O=Cc1cc(Br)ccc1[N+](=O)[O-]. RXN SMILES: [Br:6][c:7]1[cH:8][c:9]([CH:10]=[O:11])[cH:12][cH:13][cH:14]1.[OH:15][N+:16]([O-:17])=[O:18].[S:1](=[O:2])(=[O:3])([OH:4])[OH:5]>>[Br:6][c:7]1[cH:8][c:9]([CH:10]=[O:11])[c:12]([N+:16](=[O:15])[O-:17])[cH:13][cH:14]1. Procedure details: 700 mg of methyl β-(5-thiazolyl)acrylate [see Chem. Pharm. Bull., 35 823 (1987)] was dissolved in 10 ml of tetrahydrofuran, and under a nitrogen atmosphere, 8.1 ml of a 1M toluene solution of diisobutylaluminum hydride was added dropwise at -70° C. The mixture was stirred at this temperature for 50 minutes, and water and ethyl acetate were added to the solution. The precipitate was removed by filtration, and the filtrate was worked up in a customary manner to give 279 mg of 3-(5-thiazolyl)-2-pro... Product: S1C=NC=C1C=CCO (3-(5-thiazolyl)-2-propen-1-ol). Solvent: C(C)(=O)OCC (ethyl acetate), O1CCCC1 (tetrahydrofuran). Conditions: time 50 minute. Reactants: O (water), C1(=CC=CC=C1)C (toluene), [H-].C(C(C)C)[Al+]CC(C)C (diisobutylaluminum hydride), S1C=NC=C1C=CC(=O)OC (methyl β-(5-thiazolyl)acrylate). The yield is 47.8%. As a reaction SMILES: [S:1]1[C:5]([CH:6]=[CH:7][C:8](OC)=[O:9])=[CH:4][N:3]=[CH:2]1.C1(C)C=CC=CC=1.[H-].C([Al+]CC(C)C)C(C)C.O>O1CCCC1.C(OCC)(=O)C>[S:1]1[C:5]([CH:6]=[CH:7][CH2:8][OH:9])=[CH:4][N:3]=[CH:2]1 |f:2.3|. Product: CC(C)(C)OC(=O)Nc1ccccc1NC(=O)c1cc2cc(O)ccc2s1. Reactants: CC(C)(C)OC(=O)Nc1ccccc1NC(=O)c1cc2cc(OC(=O)c3ccccc3)ccc2s1, C[O-], CO, [Na+], O=C(O)CC(O)(CC(=O)O)C(=O)O. Reaction SMILES: [C:1]([CH3:2])([CH3:3])([CH3:4])[O:5][C:6](=[O:7])[NH:8][c:9]1[c:10]([NH:15][C:16](=[O:17])[c:18]2[cH:19][c:20]3[c:21]([s:22]2)[cH:23][cH:24][c:25]([O:27][C:28](=[O:29])[c:30]2[cH:31][cH:32][cH:33][cH:34][cH:35]2)[cH:26]3)[cH:11][cH:12][cH:13][cH:14]1.[CH3:36][O-:37].[CH3:52][OH:53].[Na+:38].[OH:39][C:40]([CH2:41][C:42]([C:43](=[O:44])[OH:45])([CH2:46][C:47](=[O:48])[OH:49])[OH:50])=[O:51]>>[C:1]([CH3:2])([CH3:3])([CH3:4])[O:5][C:6](=[O:7])[NH:8][c:9]1[c:10]([NH:15][C:16](=[O:17])[c:18]2[cH:19][c:20]3[c:21]([s:22]2)[cH:23][cH:24][c:25]([OH:27])[cH:26]3)[cH:11][cH:12][cH:13][cH:14]1. Reactants: C1CCOC1, COC(=O)C=Cc1cccc(NC(=O)c2ccc3c(c2)C(C)(C)CCC3(C)C)c1, CCCCCCC, Cl, [Li+], [OH-], O. The product is CC1(C)CCC(C)(C)c2cc(C(=O)Nc3cccc(C=CC(=O)O)c3)ccc21. As a reaction SMILES: [CH2:30]1[O:31][CH2:32][CH2:33][CH2:34]1.[CH3:1][C:2]1([CH3:29])[c:3]2[cH:4][cH:5][c:6]([C:14](=[O:15])[NH:16][c:17]3[cH:18][c:19]([CH:23]=[CH:24][C:25](=[O:26])[O:27][CH3:28])[cH:20][cH:21][cH:22]3)[cH:7][c:8]2[C:9]([CH3:12])([CH3:13])[CH2:10][CH2:11]1.[CH3:38][CH2:39][CH2:40][CH2:41][CH2:42][CH2:43][CH3:44].[ClH:37].[Li+:35].[OH-:36].[OH2:45]>>[CH3:1][C:2]1([CH3:29])[c:3]2[cH:4][cH:5][c:6]([C:14](=[O:15])[NH:16][c:17]3[cH:18][c:19]([CH:23]=[CH:24][C:25](=[O:26])[OH:27])[cH:20][cH:21][cH:22]3)[cH:7][c:8]2[C:9]([CH3:12])([CH3:13])[CH2:10][CH2:11]1. Starting materials: O[C@@H]1C[C@@H]2CC[C@H]3[C@@H]4CC[C@H](C(C)=O)[C@]4(CC[C@@H]3[C@]2(CC1)C)C (3β-hydroxy-5α-pregnan-20-one), C1(=CC=CC=C1)P(C1=CC=CC=C1)C1=CC=CC=C1 (triphenylphosphine), C(C1=CC=CC=C1)(=O)O (benzoic acid), diisopropylazidodicarboxylate. Run in O1CCCC1 (tetrahydrofuran), O1CCCC1 (tetrahydrofuran). Reaction conditions: time 2 hour. The product is C(C1=CC=CC=C1)(=O)O[C@H]1C[C@@H]2CC[C@H]3[C@@H]4CC[C@H](C(C)=O)[C@]4(CC[C@@H]3[C@]2(CC1)C)C (3α-benzoyloxy-5α-pregnan-20-one). The yield is 92.8%. RXN SMILES: [OH:1][C@H:2]1[CH2:21][CH2:20][C@@:19]2([CH3:22])[C@@H:4]([CH2:5][CH2:6][C@@H:7]3[C@@H:18]2[CH2:17][CH2:16][C@@:15]2([CH3:23])[C@H:8]3[CH2:9][CH2:10][C@@H:11]2[C:12](=[O:14])[CH3:13])[CH2:3]1.C1(P(C2C=CC=CC=2)C2C=CC=CC=2)C=CC=CC=1.[C:43](O)(=[O:50])[C:44]1[CH:49]=[CH:48][CH:47]=[CH:46][CH:45]=1>O1CCCC1>[C:43]([O:1][C@@H:2]1[CH2:21][CH2:20][C@@:19]2([CH3:22])[C@@H:4]([CH2:5][CH2:6][C@@H:7]3[C@@H:18]2[CH2:17][CH2:16][C@@:15]2([CH3:23])[C@H:8]3[CH2:9][CH2:10][C@@H:11]2[C:12](=[O:14])[CH3:13])[CH2:3]1)(=[O:50])[C:44]1[CH:49]=[CH:48][CH:47]=[CH:46][CH:45]=1. Reported procedure: A mixture of 3β-hydroxy-5α-pregnan-20-one (285 mg, 318.5 g/m, 0.89 mmol), triphenylphosphine (258 mg, 262.3 g/m, 0.94 mmol), and benzoic acid (120 mg, 122.2 g/m, 0.98 mmol) was dissolved in 25 mL of tetrahydrofuran (freshly distilled). To this stirred reaction mixture at room temperature was added a solution of diisopropylazidodicarboxylate (DIAD) (0.194 mL, 1.027 g/ml, 202.2 g/m, 0.98 mmol) in 5 mL of tetrahydrofuran dropwise over a period of 5 minutes. The reaction was followed by thin layer c... Reactants: CC#N, O=C(CCl)Nc1ncccc1F, O=C(OC1CN2CCC1CC2)C1(c2ccccc2)CCCCCC1. The product is [Cl-], O=C(C[N+]12CCC(CC1)C(OC(=O)C1(c3ccccc3)CCCCCC1)C2)Nc1ncccc1F. RXN SMILES: [CH3:37][C:38]#[N:39].[Cl:25][CH2:26][C:27](=[O:28])[NH:29][c:30]1[n:31][cH:32][cH:33][cH:34][c:35]1[F:36].[N:1]12[CH2:2][CH:3]([O:9][C:10](=[O:11])[C:12]3([c:19]4[cH:20][cH:21][cH:22][cH:23][cH:24]4)[CH2:13][CH2:14][CH2:15][CH2:16][CH2:17][CH2:18]3)[CH:4]([CH2:5][CH2:6]1)[CH2:7][CH2:8]2>>[Cl-:25].[N+:1]12([CH2:26][C:27](=[O:28])[NH:29][c:30]3[n:31][cH:32][cH:33][cH:34][c:35]3[F:36])[CH2:2][CH:3]([O:9][C:10](=[O:11])[C:12]3([c:19]4[cH:20][cH:21][cH:22][cH:23][cH:24]4)[CH2:13][CH2:14][CH2:15][CH2:16][CH2:17][CH2:18]3)[CH:4]([CH2:5][CH2:6]1)[CH2:7][CH2:8]2.